Dataset: the Open Reaction Database (ORD), a public repository of structured organic reaction records. Task: describe an organic reaction: reactants, conditions, products, and yield Starting materials: n1c(nc(c(c1Cl)F)N[C@]1(CCN(C1)C(=O)OC(C)(C)C)CO)N1CCOCC1. Reagents/catalysts: c1ccc(cc1)-c2c3ccccc3cc4ccccc24 (9-Phenylanthracene). The solvent is O (Water). Conditions: temperature 80 celsius, time 18 hour. The product is CC(C)(C)OC(=O)N1CC[C@@](CO)(C1)Nc2nc(nc(Cl)c2F)N3CCOCC3. As a reaction SMILES: [CH3:1][C:2]([O:5][C:6]([N:8]1[CH2:14][C@:11]([NH:15][c:16]2[c:22]([F:23])[c:20]([Cl:21])[n:19][c:18]([N:24]3[CH2:29][CH2:28][O:27][CH2:26][CH2:25]3)[n:17]2)([CH2:12][OH:13])[CH2:10][CH2:9]1)=[O:7])([CH3:4])[CH3:3]>>[CH3:1][C:2]([O:5][C:6]([N:8]1[CH2:14][C@:11]([NH:15][c:16]2[c:22]([F:23])[c:20]([Cl:21])[n:19][c:18]([N:24]3[CH2:29][CH2:28][O:27][CH2:26][CH2:25]3)[n:17]2)([CH2:12][OH:13])[CH2:10][CH2:9]1)=[O:7])([CH3:4])[CH3:3]. Reactants: O=C([O-])O, Cc1cc(OCc2ccccc2)c(CO)c(C)n1, ClCCl, [Na+], [Na+], [Na+], O=S([O-])([O-])=S. Yields the product Cc1cc(OCc2ccccc2)c(C=O)c(C)n1. Reaction SMILES: [C:19](=[O:20])([OH:21])[O-:22].[CH2:1]([c:2]1[cH:3][cH:4][cH:5][cH:6][cH:7]1)[O:8][c:9]1[c:10]([CH2:17][OH:18])[c:11]([CH3:16])[n:12][c:13]([CH3:15])[cH:14]1.[Cl:31][CH2:32][Cl:33].[Na+:23].[Na+:29].[Na+:30].[S:24]([O-:25])([O-:26])(=[O:27])=[S:28]>>[CH2:1]([c:2]1[cH:3][cH:4][cH:5][cH:6][cH:7]1)[O:8][c:9]1[c:10]([CH:17]=[O:18])[c:11]([CH3:16])[n:12][c:13]([CH3:15])[cH:14]1. The reactants are C(C)N1CCN(CC1)C1=CC(=C(C=C1)[N+](=O)[O-])F (1-ethyl-4-(3-fluoro-4-nitro-phenyl)-piperazine). The reagents and catalysts are [Pd] (Pd). Reaction SMILES: [CH2:1]([N:3]1[CH2:8][CH2:7][N:6]([C:9]2[CH:14]=[CH:13][C:12]([N+:15]([O-])=O)=[C:11]([F:18])[CH:10]=2)[CH2:5][CH2:4]1)[CH3:2]>CO.[Pd]>[CH2:1]([N:3]1[CH2:4][CH2:5][N:6]([C:9]2[CH:14]=[CH:13][C:12]([NH2:15])=[C:11]([F:18])[CH:10]=2)[CH2:7][CH2:8]1)[CH3:2]. Product: C(C)N1CCN(CC1)C1=CC(=C(C=C1)N)F (4-(4-Ethyl-piperazin-1-yl)-2-fluoro-phenylamine). Run at time 3 hour. Solvent: CO (MeOH). Procedure details: A suspension of 1-ethyl-4-(3-fluoro-4-nitro-phenyl)-piperazine (7 g, 27.7 mmol) and Pd (10%) on carbon (0.35 g) in MeOH (140 mL) is stirred for 3 h at RT, under a hydrogen atmosphere. The reaction mixture is filtered through a pad of celite and concentrated. The residue is purified by silica gel column chromatography (DCM/MeOH+1% NH3aq, 95:5) to afford the title compound as a white solid: ESI-MS: 224.1 [MH]+; TLC: Rf=0.54 (DCM/MeOH+1% NH3aq, 95:5). Starting materials: C(CCCCCCCC)OC=1C=NC(=NC1)C1=CC=C(C(=O)O)C=C1 (4-(5-n-Nonyloxylpyrimidine-2-yl)benzoic acid), S(=O)(Cl)Cl (thionyl chloride). Yields the product C(CCCCCCCC)OC=1C=NC(=NC1)C1=CC=C(C(=O)Cl)C=C1 (4-(5-n-nonyloxypyrimidine-2-yl)benzoic acid chloride). Reaction SMILES: [CH2:1]([O:10][C:11]1[CH:12]=[N:13][C:14]([C:17]2[CH:25]=[CH:24][C:20]([C:21](O)=[O:22])=[CH:19][CH:18]=2)=[N:15][CH:16]=1)[CH2:2][CH2:3][CH2:4][CH2:5][CH2:6][CH2:7][CH2:8][CH3:9].S(Cl)([Cl:28])=O>>[CH2:1]([O:10][C:11]1[CH:12]=[N:13][C:14]([C:17]2[CH:25]=[CH:24][C:20]([C:21]([Cl:28])=[O:22])=[CH:19][CH:18]=2)=[N:15][CH:16]=1)[CH2:2][CH2:3][CH2:4][CH2:5][CH2:6][CH2:7][CH2:8][CH3:9]. Procedure: 4-(5-n-Nonyloxylpyrimidine-2-yl)benzoic acid (1.88 g) was heated together with excess thionyl chloride for 8 hours under reflux and thereafter, unaltered thionyl chloride was distilled off to obtain 4-(5-n-nonyloxypyrimidine-2-yl)benzoic acid chloride. Reactants: ClCCl, CC(C)N, CC#N, O=C(Cl)c1cc(-c2cccnc2)n2c1CSC2, Cl. Product: CC(C)NC(=O)c1cc(-c2cccnc2)n2c1CSC2. As a reaction SMILES: [CH2:26]([Cl:27])[Cl:28].[CH3:1][CH:2]([CH3:3])[NH2:4].[CH3:23][C:24]#[N:25].[Cl:6][C:7](=[O:8])[c:9]1[cH:10][c:11](-[c:17]2[cH:18][n:19][cH:20][cH:21][cH:22]2)[n:12]2[c:16]1[CH2:15][S:14][CH2:13]2.[ClH:5]>>[CH3:1][CH:2]([CH3:3])[NH:4][C:7](=[O:8])[c:9]1[cH:10][c:11](-[c:17]2[cH:18][n:19][cH:20][cH:21][cH:22]2)[n:12]2[c:16]1[CH2:15][S:14][CH2:13]2. Run in CO (methanol), C1CCOC1 (THF). Starting materials: ClC=1N=C(NC1CC)C(=O)NC1=CC2=C(C=C(S2)C(=O)OCC)C=C1 (Ethyl 6-{[(4-chloro-5-ethyl-1H-imidazol-2-yl)carbonyl]amino}-1-benzothiophene-2-carboxylate), [OH-].[Li+] (lithium hydroxide). As a reaction SMILES: [Cl:1][C:2]1[N:3]=[C:4]([C:9]([NH:11][C:12]2[CH:25]=[CH:24][C:15]3[CH:16]=[C:17]([C:19]([O:21]CC)=[O:20])[S:18][C:14]=3[CH:13]=2)=[O:10])[NH:5][C:6]=1[CH2:7][CH3:8].[OH-].[Li+]>CO.C1COCC1>[Cl:1][C:2]1[N:3]=[C:4]([C:9]([NH:11][C:12]2[CH:25]=[CH:24][C:15]3[CH:16]=[C:17]([C:19]([OH:21])=[O:20])[S:18][C:14]=3[CH:13]=2)=[O:10])[NH:5][C:6]=1[CH2:7][CH3:8] |f:1.2|. Reported procedure: Ethyl 6-{[(4-chloro-5-ethyl-1H-imidazol-2-yl)carbonyl]amino}-1-benzothiophene-2-carboxylate obtained in Example (184a) (74.4 mg) was dissolved in methanol (3 ml) and THF (6 ml). A 2 N aqueous lithium hydroxide solution (4 ml) was added, and the mixture was stirred at 50° C. for two hours. The organic solvent was evaporated under reduced pressure, followed by neutralization with 1 N hydrochloric acid. The resulting solid was collected by filtration, washed with distilled water, and dried under re... The product is ClC=1N=C(NC1CC)C(=O)NC1=CC2=C(C=C(S2)C(=O)O)C=C1 (6-{[(4-Chloro-5-ethyl-1H-imidazol-2-yl)carbonyl]amino}-1-benzothiophene-2-carboxylic acid). Conditions: temperature 50 celsius, time 2 hour. Yield: 92.9%.